This data is from the Open Reaction Database (ORD), a public repository of structured organic reaction records. The task is: describe an organic reaction: reactants, conditions, products, and yield The reactants are N=1NN=NC1C=1C(=NC=CC1)N (3-(2H-tetrazol-5-yl)-pyridin-2-ylamine), [H-].[Na+] (NaH), C(C1=CC=CC=C1)OC1=CC=C(CCl)C=C1 (4-benzyloxybenzyl chloride), [I-].[Na+] (sodium iodide). Run in O (Water), CN(C)C=O (DMF). Reaction conditions: temperature 60 celsius, time 40 minute. The product is C(C1=CC=CC=C1)OC1=CC=C(CN2N=C(N=N2)C=2C(=NC=CC2)N)C=C1 (3-(2-(4-Benzyloxy-benzyl)-2H-tetrazol-5-yl)-pyridin-2-ylamine). Isolated yield 17.2%. As a reaction SMILES: [N:1]1[NH:2][N:3]=[N:4][C:5]=1[C:6]1[C:7]([NH2:12])=[N:8][CH:9]=[CH:10][CH:11]=1.[CH2:13]([O:20][C:21]1[CH:28]=[CH:27][C:24]([CH2:25]Cl)=[CH:23][CH:22]=1)[C:14]1[CH:19]=[CH:18][CH:17]=[CH:16][CH:15]=1.[I-].[Na+].[H-].[Na+]>O.CN(C=O)C>[CH2:13]([O:20][C:21]1[CH:22]=[CH:23][C:24]([CH2:25][N:3]2[N:2]=[N:1][C:5]([C:6]3[C:7]([NH2:12])=[N:8][CH:9]=[CH:10][CH:11]=3)=[N:4]2)=[CH:27][CH:28]=1)[C:14]1[CH:15]=[CH:16][CH:17]=[CH:18][CH:19]=1 |f:2.3,4.5|. Procedure: To a solution of 3-(2H-tetrazol-5-yl)-pyridin-2-ylamine (100 mg) described in Manufacturing Example 5-1, 4-benzyloxybenzyl chloride (172 mg), sodium iodide (111 mg), and DMF (3 mL) was added NaH (18 mg), which was stirred for 40 minutes at 60° C. Water was added to the reaction solution, which was then extracted with ethyl acetate. The organic layer was concentrated under a reduced pressure, and the residue was purified by NH silica gel column chromatography (hexane:ethyl acetate=4:1, then 2:1, ...